This data is from the Open Reaction Database (ORD), a public repository of structured organic reaction records. The task is: describe an organic reaction: reactants, conditions, products, and yield Starting materials: N[C@@H](C(C)C)C(=O)NCC(=O)OCC1=CC=CC=C1 (Val-Gly-OBzl), CC1=CC=C(C=C1)S(=O)(=O)O.C1=CC=C(C=C1)COC(=O)CN (glycine benzyl ester p-tosylate), ON1N=NC2=C1C=CC=C2 (1-hydroxybenzotriazole), water soluble carbodiimide 1-(3-dimethylaminopropyl)-3-ethylcarbodiimide hydrochloride, peptide, N([C@@H](C(C)C)C(=O)O)C(=O)OC(C)(C)C (Boc-Val), N[C@@H](C)C(=O)O (Ala), amino acid. The solvent is O (water). Product: N[C@@H](C(C)C)C(=O)NCC(=O)OC1=CC=C([N+](=O)[O-])C=C1 (Val-Gly-ONp). Reaction SMILES: N(C(OC(C)(C)C)=O)[C@H](C(O)=[O:7])C(C)C.N[C@H](C(O)=O)C.[NH2:22][C@H:23]([C:27]([NH:29][CH2:30][C:31]([O:33]CC1C=CC=CC=1)=[O:32])=[O:28])[CH:24]([CH3:26])[CH3:25].CC1C=CC(S(O)(=O)=O)=CC=1.C1C=CC(COC(CN)=O)=CC=1.[OH:64][N:65]1[C:69]2[CH:70]=[CH:71][CH:72]=[CH:73][C:68]=2N=N1>O>[NH2:22][C@H:23]([C:27]([NH:29][CH2:30][C:31]([O:33][C:72]1[CH:73]=[CH:68][C:69]([N+:65]([O-:64])=[O:7])=[CH:70][CH:71]=1)=[O:32])=[O:28])[CH:24]([CH3:26])[CH3:25] |f:3.4|. Procedure details: Synthesis: The synthesis of the peptide, Boc-Val-L. Pro-D. Ala-L. Val-Gly-OBzl (I), was carried out using classical solution methods starting from the C-terminal glycine benzyl ester p-tosylate. Each amino acid was coupled to the growing peptide chain by means of the water soluble carbodiimide 1-(3-dimethylaminopropyl)-3-ethylcarbodiimide hydrochloride (EDCI) and 1-hydroxybenzotriazole. The tert-butyloxycarbonyl group was used for amino group protection, and its removal was achieved with trifluo... Starting materials: C(C=C)N1CCN(CC1)C(=O)OC\1C(CCC(CC(=O)OC(C(/C=C1)C)\C(=C\C=C\C(CC1C(C(C(CC)O)C)O1)(C)O)\C)O)(C)OC(C)OCC ((8E,12E,14E)-7-((4-Allylpiperazin-1-yl)carbonyl)oxy-6-(1-ethoxyethoxy)-3,16,21-trihydroxy-6,10,12,16,20-pentamethyl-18,19-epoxytricosa-8,12,14-trien-11-olide), C(C=C)N1CCN(CC1)C(=O)OC\1C(CCC(CC(=O)OC(C(/C=C1)C)\C(=C\C=C\C(CC1C(C(C(CC)O)C)O1)(C)O)\C)O)(C)OC(C)OCC ((8E,12E,14E)-7-((4-allylpiperazin-1-yl)carbonyl)oxy-6-(1-ethoxyethoxy)-3,16,21-trihydroxy-6,10,12,16,20-pentamethyl-18,19-epoxytricosa-8,12,14-trien-11-olide), C1(=CC=C(C=C1)S(=O)(=O)[O-])C.[NH+]1=CC=CC=C1 (pyridinium p-toluenesulfonate), CC(C)(C)O (2-methyl-2-propanol). Solvent: O1CCCC1 (tetrahydrofuran). Product: C(C=C)N1CCN(CC1)C(=O)OC\1C(CCC(CC(=O)OC(C(/C=C1)C)\C(=C\C=C\C(CC1C(C(C(CC)O)C)O1)(C)O)\C)O)(C)O ((8E,12E,14E)-7-((4-Allylpiperazin-1-yl)carbonyl)oxy-3,6,16,21-tetrahydroxy-6,10,12,16,20-pentamethyl-18,19-epoxytricosa-8,12,14-trien-11-olide). Isolated yield 70.0%. Reaction SMILES: [CH2:1]([N:4]1[CH2:9][CH2:8][N:7]([C:10]([O:12][CH:13]2[C:14]([O:47]C(OCC)C)([CH3:46])[CH2:15][CH2:16][CH:17]([OH:45])[CH2:18][C:19]([O:21][CH:22](/[C:27](/[CH3:44])=[CH:28]/[CH:29]=[CH:30]/[C:31]([OH:43])([CH3:42])[CH2:32][CH:33]3[O:41][CH:34]3[CH:35]([CH3:40])[CH:36]([OH:39])[CH2:37][CH3:38])[CH:23]([CH3:26])[CH:24]=[CH:25]2)=[O:20])=[O:11])[CH2:6][CH2:5]1)[CH:2]=[CH2:3].C1(C)C=CC(S([O-])(=O)=O)=CC=1.[NH+]1C=CC=CC=1.CC(O)(C)C>O1CCCC1>[CH2:1]([N:4]1[CH2:5][CH2:6][N:7]([C:10]([O:12][CH:13]2[C:14]([OH:47])([CH3:46])[CH2:15][CH2:16][CH:17]([OH:45])[CH2:18][C:19]([O:21][CH:22](/[C:27](/[CH3:44])=[CH:28]/[CH:29]=[CH:30]/[C:31]([OH:43])([CH3:42])[CH2:32][CH:33]3[O:41][CH:34]3[CH:35]([CH3:40])[CH:36]([OH:39])[CH2:37][CH3:38])[CH:23]([CH3:26])[CH:24]=[CH:25]2)=[O:20])=[O:11])[CH2:8][CH2:9]1)[CH:2]=[CH2:3] |f:1.2|. Reported procedure: To Compound 46 (8E,12E,14E)-7-((4-allylpiperazin-1-yl)carbonyl)oxy-6-(1-ethoxyethoxy)-3,16,21-trihydroxy-6,10,12,16,20-pentamethyl-18,19-epoxytricosa-8,12,14-trien-11-olide (8.7 mg, 12 μmol) obtained in Example 46 was added a solution of pyridinium p-toluenesulfonate (3.3 mg, 13 μmol) in a mixture of tetrahydrofuran:2-methyl-2-propanol=1:1 (1 mL) at room temperature, and the reaction mixture was stirred at the same temperature for 17 hours. The reaction mixture was concentrated. The resulting re...